Task: describe an organic reaction: reactants, conditions, products, and yield. Dataset: the Open Reaction Database (ORD), a public repository of structured organic reaction records Starting materials: O=C([O-])[O-], CCOC(=O)c1cccc(Br)n1, CN(C)C=O, [Na+], [Na+], O, CC(c1ccc(B2OC(C)(C)C(C)(C)O2)cc1)N1CCC(CC(C)(C)O)(c2ccccc2)OC1=O. Product: CCOC(=O)c1cccc(-c2ccc(C(C)N3CCC(CC(C)(C)O)(c4ccccc4)OC3=O)cc2)n1. As a reaction SMILES: [C:1](=[O:2])([O-:3])[O-:4].[CH2:7]([CH3:8])[O:9][C:10](=[O:11])[c:12]1[n:13][c:14]([Br:18])[cH:15][cH:16][cH:17]1.[CH3:55][N:56]([CH3:57])[CH:58]=[O:59].[Na+:5].[Na+:6].[OH2:54].[OH:19][C:20]([CH2:21][C:22]1([c:46]2[cH:47][cH:48][cH:49][cH:50][cH:51]2)[CH2:23][CH2:24][N:25]([CH:29]([CH3:30])[c:31]2[cH:32][cH:33][c:34]([B:37]3[O:38][C:39]([CH3:40])([CH3:41])[C:42]([CH3:43])([CH3:44])[O:45]3)[cH:35][cH:36]2)[C:26](=[O:28])[O:27]1)([CH3:52])[CH3:53]>>[CH2:7]([CH3:8])[O:9][C:10](=[O:11])[c:12]1[n:13][c:14](-[c:34]2[cH:33][cH:32][c:31]([CH:29]([N:25]3[CH2:24][CH2:23][C:22]([CH2:21][C:20]([OH:19])([CH3:52])[CH3:53])([c:46]4[cH:47][cH:48][cH:49][cH:50][cH:51]4)[O:27][C:26]3=[O:28])[CH3:30])[cH:36][cH:35]2)[cH:15][cH:16][cH:17]1. Product: NC[C@H](NC(=O)OC(C)(C)C)C(=O)NC (3-amino-N2-(tert-butoxycarbonyl)-N-methylalaninamide). Solvent: CO (methanol). Reaction conditions: temperature 50 celsius, time 4 hour. Procedure details: To a solution of benzyl {2-[(tert-butoxycarbonyl)amino]-3-(methylamino)-3-oxopropyl}carbamate (2.5 g, 7.4 mmol) in methanol (40 mL) was added palladium on carbon (0.25 g, 10% w/w). The mixture was stirred under a hydrogen atmosphere (50 psi) at 50° C. After 4 hours, the reaction mixture was filtered and concentrated under reduced pressure to afford 3-amino-N2-(tert-butoxycarbonyl)-N-methylalaninamide. MS ESI calc'd. for C9H20N3O3 [M+H]+ 218. found 218. 1H NMR (400 MHz, CD3OD) δ 4.06-4.02 (m, 1H)... The reagents and catalysts are [Pd] (palladium on carbon). Reaction SMILES: [C:1]([O:5][C:6]([NH:8][CH:9]([C:22]([NH:24][CH3:25])=[O:23])[CH2:10][NH:11]C(=O)OCC1C=CC=CC=1)=[O:7])([CH3:4])([CH3:3])[CH3:2]>CO.[Pd]>[NH2:11][CH2:10][C@@H:9]([C:22]([NH:24][CH3:25])=[O:23])[NH:8][C:6]([O:5][C:1]([CH3:2])([CH3:3])[CH3:4])=[O:7]. Reactants: C(C)(C)(C)OC(=O)NC(CNC(OCC1=CC=CC=C1)=O)C(=O)NC (benzyl {2-[(tert-butoxycarbonyl)amino]-3-(methylamino)-3-oxopropyl}carbamate). Starting materials: O1CCOC2=C1C=CC=C2[C@H]2[C@@H](C2)C=O ((-)-(trans)-2-(2,3-Dihydro-1,4-benzodioxin-5-yl)-1-cyclopropanecarboxaldehyde), ON (hydroxyl amine). Yields the product O1CCOC2=C1C=CC=C2[C@H]2[C@@H](C2)C=NO ((-)-(trans)-2-(2,3-Dihydro-1,4-benzodioxin-5-yl)-1-cyclopropanecarboxaldehyde oxime). Procedure: (-)-(trans)-2-(2,3-Dihydro-1,4-benzodioxin-5-yl)-1-cyclopropanecarboxaldehyde was reacted with hydroxyl amine as described above to give the oxime as a mixture of isomers. As a reaction SMILES: [O:1]1[C:6]2[CH:7]=[CH:8][CH:9]=[C:10]([C@@H:11]3[CH2:13][C@H:12]3[CH:14]=O)[C:5]=2[O:4][CH2:3][CH2:2]1.[OH:16][NH2:17]>>[O:1]1[C:6]2[CH:7]=[CH:8][CH:9]=[C:10]([C@@H:11]3[CH2:13][C@H:12]3[CH:14]=[N:17][OH:16])[C:5]=2[O:4][CH2:3][CH2:2]1.